This data is from the Open Reaction Database (ORD), a public repository of structured organic reaction records. The task is: describe an organic reaction: reactants, conditions, products, and yield Starting materials: C1(=CC=CC=C1)CSC(C(=O)O)C(=O)O ([(phenylmethyl)thio]propanedioic acid), trimethylsilyl enol ether, C(C)(=O)C1=CSC=C1 (3-acetylthiophene), diethyl ester. Yields the product OC1=C(C(OC(=C1)C1=CSC=C1)=O)SCC1=CC=CC=C1 (4-Hydroxy-3-[(phenylmethyl)thio]-6-(3-thienyl)-2H-pyran-2-one). RXN SMILES: [C:1]([C:4]1[CH:8]=[CH:7][S:6][CH:5]=1)(=[O:3])[CH3:2].[C:9]1([CH2:15][S:16][CH:17]([C:21](O)=[O:22])[C:18](O)=[O:19])[CH:14]=[CH:13][CH:12]=[CH:11][CH:10]=1>>[OH:22][C:21]1[CH:2]=[C:1]([C:4]2[CH:8]=[CH:7][S:6][CH:5]=2)[O:3][C:18](=[O:19])[C:17]=1[S:16][CH2:15][C:9]1[CH:14]=[CH:13][CH:12]=[CH:11][CH:10]=1. Reported procedure: The title compound was prepared from the condensation of the trimethylsilyl enol ether of 3-acetylthiophene and the diethyl ester of [(phenylmethyl)thio]propanedioic acid following the same procedure outlined in Method A; m.p. 150-151° C. NMR (DMSO-d6) δ3.98 (s, 2 H), 6.58 (s, 1 H), 7.20 (m, 5 H), 7.48 (m, 1 H), 7.72 (m, 1 H), 8.13 (d, 1 H). Reactants: COC(=O)c1ccc(OCc2c(-c3ccc(F)cc3)noc2CO)nc1, C[Al](C)C, Cc1ccccc1, NC1CCOCC1, C1COCCO1. Product: O=C(NC1CCOCC1)c1ccc(OCc2c(-c3ccc(F)cc3)noc2CO)nc1. RXN SMILES: [CH3:12][O:13][C:14]([c:15]1[cH:16][n:17][c:18]([O:21][CH2:22][c:23]2[c:24](-[c:30]3[cH:31][cH:32][c:33]([F:36])[cH:34][cH:35]3)[n:25][o:26][c:27]2[CH2:28][OH:29])[cH:19][cH:20]1)=[O:37].[CH3:1][Al:2]([CH3:3])[CH3:4].[CH3:38][c:39]1[cH:40][cH:41][cH:42][cH:43][cH:44]1.[NH2:5][CH:6]1[CH2:7][CH2:8][O:9][CH2:10][CH2:11]1.[O:45]1[CH2:46][CH2:47][O:48][CH2:49][CH2:50]1>>[NH:5]([CH:6]1[CH2:7][CH2:8][O:9][CH2:10][CH2:11]1)[C:14](=[O:13])[c:15]1[cH:16][n:17][c:18]([O:21][CH2:22][c:23]2[c:24](-[c:30]3[cH:31][cH:32][c:33]([F:36])[cH:34][cH:35]3)[n:25][o:26][c:27]2[CH2:28][OH:29])[cH:19][cH:20]1. The reactants are COc1ccccc1OCCN, COc1cc(C(=O)Cl)ccc1[N+](=O)[O-], CCN(C(C)C)C(C)C, ClCCl. The product is COc1ccccc1OCCNC(=O)c1ccc([N+](=O)[O-])c(OC)c1. RXN SMILES: [CH3:1][O:2][c:3]1[c:4]([O:5][CH2:6][CH2:7][NH2:8])[cH:9][cH:10][cH:11][cH:12]1.[CH3:22][O:23][c:24]1[cH:25][c:26]([C:27](=[O:28])[Cl:29])[cH:30][cH:31][c:32]1[N+:33](=[O:34])[O-:35].[CH:13]([N:14]([CH:15]([CH3:16])[CH3:17])[CH2:18][CH3:19])([CH3:20])[CH3:21].[Cl:36][CH2:37][Cl:38]>>[CH3:1][O:2][c:3]1[c:4]([O:5][CH2:6][CH2:7][NH:8][C:27]([c:26]2[cH:25][c:24]([O:23][CH3:22])[c:32]([N+:33](=[O:34])[O-:35])[cH:31][cH:30]2)=[O:28])[cH:9][cH:10][cH:11][cH:12]1. The reactants are COC(=O)CO, ClCCl, CCOC(=O)N=NC(=O)OCC, c1ccc(P(c2ccccc2)c2ccccc2)cc1, CC(C)(C)OC(=O)N1CCC(c2nnn[nH]2)CC1. Yields the product COC(=O)Cn1nnnc1C1CCN(C(=O)OC(C)(C)C)CC1. RXN SMILES: [C:32]([CH2:33][OH:34])(=[O:35])[O:36][CH3:37].[Cl:56][CH2:57][Cl:58].[O:20]=[C:21]([O:22][CH2:23][CH3:24])[N:25]=[N:26][C:27]([O:28][CH2:29][CH3:30])=[O:31].[c:1]1([P:2]([c:3]2[cH:4][cH:5][cH:6][cH:7][cH:8]2)[c:9]2[cH:10][cH:11][cH:12][cH:13][cH:14]2)[cH:15][cH:16][cH:17][cH:18][cH:19]1.[nH:38]1[n:39][n:40][n:41][c:42]1[CH:43]1[CH2:44][CH2:45][N:46]([C:49](=[O:50])[O:51][C:52]([CH3:53])([CH3:54])[CH3:55])[CH2:47][CH2:48]1>>[C:32]([CH2:33][n:41]1[n:40][n:39][n:38][c:42]1[CH:43]1[CH2:44][CH2:45][N:46]([C:49](=[O:50])[O:51][C:52]([CH3:53])([CH3:54])[CH3:55])[CH2:47][CH2:48]1)(=[O:35])[O:36][CH3:37]. Reported procedure: Ethyl chloroformate (1.6 g) was added to a stirred solution of 5-amino-4-cyano-1-(2,6-dichloro-4-trifluoromethylphenyl)-3-trifluoromethylpyrazole (3.9 g) in pyridine (15 ml). After stirring overnight another addition of ethyl chloroformate (1.0 ml) was made, and the mixture was left for a further 12 hours. The solvent was evaporated in vacuo and the residue was acidified with dilute hydrochloric acid, and extracted with dichloromethane. This extract was washed with water (3×), dried over anhydro... Product: C(#N)C=1C(=NN(C1NC(=O)OCC)C1=C(C=C(C=C1Cl)C(F)(F)F)Cl)C(F)(F)F (4-cyano-1-(2,6-dichloro-4-trifluoromethylphenyl)-5-ethoxycarbonylamino-3-trifluoromethylpyrazole). The reactants are ClC(=O)OCC (Ethyl chloroformate), NC1=C(C(=NN1C1=C(C=C(C=C1Cl)C(F)(F)F)Cl)C(F)(F)F)C#N (5-amino-4-cyano-1-(2,6-dichloro-4-trifluoromethylphenyl)-3-trifluoromethylpyrazole), ClC(=O)OCC (ethyl chloroformate). Reaction SMILES: Cl[C:2]([O:4][CH2:5][CH3:6])=[O:3].[NH2:7][C:8]1[N:12]([C:13]2[C:18]([Cl:19])=[CH:17][C:16]([C:20]([F:23])([F:22])[F:21])=[CH:15][C:14]=2[Cl:24])[N:11]=[C:10]([C:25]([F:28])([F:27])[F:26])[C:9]=1[C:29]#[N:30]>N1C=CC=CC=1>[C:29]([C:9]1[C:10]([C:25]([F:28])([F:26])[F:27])=[N:11][N:12]([C:13]2[C:14]([Cl:24])=[CH:15][C:16]([C:20]([F:22])([F:21])[F:23])=[CH:17][C:18]=2[Cl:19])[C:8]=1[NH:7][C:2]([O:4][CH2:5][CH3:6])=[O:3])#[N:30]. Run in N1=CC=CC=C1 (pyridine). Run at time 8 hour. The reactants are C1(CC1)C1=C(C=NN1C1=C2C=CC=NC2=CC=C1)C(=O)O (5-cyclopropyl-1-quinolin-5-yl-1H-pyrazole-4-carboxylic acid), S(=O)(Cl)Cl (thionyl chloride). Run in C1(=CC=CC=C1)C (toluene). The product is C1(CC1)C1=C(C=NN1C1=C2C=CC=NC2=CC=C1)C(=O)Cl (5-cyclopropyl-1-quinolin-5-yl-1H-pyrazole-4-carboxylic acid chloride). Reaction SMILES: [CH:1]1([C:4]2[N:8]([C:9]3[CH:18]=[CH:17][CH:16]=[C:15]4[C:10]=3[CH:11]=[CH:12][CH:13]=[N:14]4)[N:7]=[CH:6][C:5]=2[C:19]([OH:21])=O)[CH2:3][CH2:2]1.S(Cl)([Cl:24])=O>C1(C)C=CC=CC=1>[CH:1]1([C:4]2[N:8]([C:9]3[CH:18]=[CH:17][CH:16]=[C:15]4[C:10]=3[CH:11]=[CH:12][CH:13]=[N:14]4)[N:7]=[CH:6][C:5]=2[C:19]([Cl:24])=[O:21])[CH2:3][CH2:2]1. Reported procedure: combining 5-cyclopropyl-1-quinolin-5-yl-1H-pyrazole-4-carboxylic acid and thionyl chloride in toluene to form 5-cyclopropyl-1-quinolin-5-yl-1H-pyrazole-4-carboxylic acid chloride; and